Dataset: the Open Reaction Database (ORD), a public repository of structured organic reaction records. Task: describe an organic reaction: reactants, conditions, products, and yield Starting materials: CN(C)CCCO, CS(C)=O, [Cl-], Fc1cc(F)c(-c2c(Cl)nc3nccn3c2NCC(F)(F)F)c(F)c1, [H-], [Na+], [Na+]. Product: CN(C)CCCOc1cc(F)c(-c2c(Cl)nc3nccn3c2NCC(F)(F)F)c(F)c1. As a reaction SMILES: [CH3:26][N:27]([CH2:28][CH2:29][CH2:30][OH:31])[CH3:32].[CH3:37][S:38]([CH3:39])=[O:40].[Cl-:36].[Cl:1][c:2]1[n:3][c:4]2[n:5]([c:6]([NH:17][CH2:18][C:19]([F:20])([F:21])[F:22])[c:7]1-[c:8]1[c:9]([F:16])[cH:10][c:11]([F:15])[cH:12][c:13]1[F:14])[cH:23][cH:24][n:25]2.[H-:33].[Na+:34].[Na+:35]>>[Cl:1][c:2]1[n:3][c:4]2[n:5]([c:6]([NH:17][CH2:18][C:19]([F:20])([F:21])[F:22])[c:7]1-[c:8]1[c:9]([F:16])[cH:10][c:11]([O:31][CH2:30][CH2:29][CH2:28][N:27]([CH3:26])[CH3:32])[cH:12][c:13]1[F:14])[cH:23][cH:24][n:25]2. Starting materials: O=C(Cl)c1cccnc1, Nc1nc2cccc(Cl)n2n1, Cl. Yields the product O=C(Nc1nc2cccc(Cl)n2n1)c1cccnc1. As a reaction SMILES: [C:13]([c:14]1[cH:15][n:16][cH:17][cH:18][cH:19]1)(=[O:20])[Cl:21].[Cl:1][c:2]1[cH:3][cH:4][cH:5][c:6]2[n:7]1[n:8][c:9]([NH2:11])[n:10]2.[ClH:12]>>[Cl:1][c:2]1[cH:3][cH:4][cH:5][c:6]2[n:7]1[n:8][c:9]([NH:11][C:13]([c:14]1[cH:15][n:16][cH:17][cH:18][cH:19]1)=[O:20])[n:10]2.